This data is from the Open Reaction Database (ORD), a public repository of structured organic reaction records. The task is: describe an organic reaction: reactants, conditions, products, and yield The reactants are stannous chloride, BrC1=C(C=C(C(=O)O)C=C1C)S(=O)(=O)Cl (4-Bromo-3-chlorosulfonyl-5-methyl-benzoic acid). Solvent: Cl (hydrochloric acid), O (water), C(C)(=O)O (acetic acid), O (water). Reaction conditions: temperature 80 celsius, time 4 hour. The product is BrC1=C(C=C(C(=O)O)C=C1C)S (4-Bromo-3-mercapto-5-methyl-benzoic acid). As a reaction SMILES: [Br:1][C:2]1[C:10]([CH3:11])=[CH:9][C:5]([C:6]([OH:8])=[O:7])=[CH:4][C:3]=1[S:12](Cl)(=O)=O>Cl.O.C(O)(=O)C>[Br:1][C:2]1[C:10]([CH3:11])=[CH:9][C:5]([C:6]([OH:8])=[O:7])=[CH:4][C:3]=1[SH:12]. Procedure: A solution of stannous chloride (196 g, 0.86 mol) in concentrated hydrochloric acid (250 mL) and water (55 mL) was added to a stirred suspension of compound of Example 1c (68 g, 0.217 mol) in acetic acid (580 mL) at 80° C., over a period of 20 min. The reaction mixture was stirred at 80° C. for 4 h. The reaction mixture was cooled, poured into water (500 mL) with stirring and digested at 80° C. for 30 min. The solid was filtered, washed with water till filtrate was neutral and dried to obtain th... The reactants are CC(C)(C)OC(=O)NC1CC(C(N)=O)CCC1NC(=O)c1cc2cc(Cl)ccc2[nH]1, CN1CCc2nc(C(=O)[O-])sc2C1, Cl, [Li+], C1COCCO1. Yields the product CN1CCc2nc(C(=O)NC3CC(C(N)=O)CCC3NC(=O)c3cc4cc(Cl)ccc4[nH]3)sc2C1. Reaction SMILES: [C:1]([CH3:3])([CH3:4])([O:5][C:6](=[O:2])[NH:8][CH:9]1[CH:10]([NH:18][C:19](=[O:20])[c:21]2[nH:22][c:23]3[cH:24][cH:25][c:26]([Cl:30])[cH:27][c:28]3[cH:29]2)[CH2:11][CH2:12][CH:13]([C:15]([NH2:16])=[O:17])[CH2:14]1)[CH3:7].[CH3:32][N:33]1[CH2:34][c:35]2[c:36]([n:39][c:40]([C:42]([O-:43])=[O:44])[s:41]2)[CH2:37][CH2:38]1.[ClH:31].[Li+:45].[O:46]1[CH2:47][CH2:48][O:49][CH2:50][CH2:51]1>>[O:5]=[C:6]([NH:8][CH:9]1[CH:10]([NH:18][C:19](=[O:20])[c:21]2[nH:22][c:23]3[cH:24][cH:25][c:26]([Cl:30])[cH:27][c:28]3[cH:29]2)[CH2:11][CH2:12][CH:13]([C:15]([NH2:16])=[O:17])[CH2:14]1)[c:40]1[n:39][c:36]2[c:35]([s:41]1)[CH2:34][N:33]([CH3:32])[CH2:38][CH2:37]2. Starting materials: IC1=C(C(=O)OCC)C=CC(=C1)C(F)(F)F (ethyl 2-iodo-4-trifluoromethyl-benzoate), C(C1=CC=CC=C1)[C@H]1COC2=CC(=CC=C2[C@@H]1O)B(O)O ((3S,4R)-(3-benzyl-4-hydroxy-chroman-7-yl)-boronic acid), [F-].[K+] (potassium fluoride), C(C)O (ethanol). Reagents/catalysts: [Pd] (palladium on carbon). The solvent is C1(=CC=CC=C1)C.C(C)(=O)O (toluene acetic acid), C(C)(C)OC(C)C (isopropyl ether). The product is C(C)OC(C1=C(C=C(C=C1)C(F)(F)F)C1=CC=C2[C@@H]([C@H](COC2=C1)CC1=CC=CC=C1)O)=O ((3S,4R)-2-(3-benzyl-4-hydroxy-chroman-7-yl)-4-trifluoromethyl-benzoicacid ethyl ester). Yield: 93.6%. As a reaction SMILES: I[C:2]1[CH:12]=[C:11]([C:13]([F:16])([F:15])[F:14])[CH:10]=[CH:9][C:3]=1[C:4]([O:6][CH2:7][CH3:8])=[O:5].[CH2:17]([C@@H:24]1[C@@H:33]([OH:34])[C:32]2[C:27](=[CH:28][C:29](B(O)O)=[CH:30][CH:31]=2)[O:26][CH2:25]1)[C:18]1[CH:23]=[CH:22][CH:21]=[CH:20][CH:19]=1.[F-].[K+].C(O)C>[Pd].C(OC(C)C)(C)C.C1(C)C=CC=CC=1.C(O)(=O)C>[CH2:7]([O:6][C:4](=[O:5])[C:3]1[CH:9]=[CH:10][C:11]([C:13]([F:16])([F:15])[F:14])=[CH:12][C:2]=1[C:29]1[CH:28]=[C:27]2[C:32]([C@H:33]([OH:34])[C@@H:24]([CH2:17][C:18]3[CH:23]=[CH:22][CH:21]=[CH:20][CH:19]=3)[CH2:25][O:26]2)=[CH:31][CH:30]=1)[CH3:8] |f:2.3,7.8|. Reported procedure: A mixture of ethyl 2-iodo-4-trifluoromethyl-benzoate (723 g, 2.1 mol), (3S,4R)-(3-benzyl-4-hydroxy-chroman-7-yl)-boronic acid (627 g, 2.2 mol), potassium fluoride (366 g, 6.3 mol), 10% palladium on carbon (157 g, 50% water wet), and anhydrous ethanol (6.27 L) was heated at reflux for 3 hours at which point thin layer chromatography (toluene/acetic acid, 5:1) indicated the reaction to be complete. The reaction mixture was diluted with isopropyl ether (8 L), filtered through Celiteeand washed with... Starting materials: C(C1=CC=CC=C1)C1C(N(CC(N(C1)CCC(=O)NC1=CC=CC=C1)=O)S(=O)(=O)C1=CC=C(C=C1)Cl)=O (3-[6-benzyl-4-(4-chlorobenzenesulfonyl)-2,5-dioxo-1,4-diazepan-1-yl]-N-phenylpropanamide), NC1=CC=CC=C1 (aniline), C(C1=CC=CC=C1)N (benzylamine). Product: C(C1=CC=CC=C1)NC(CCN1C(CN(C(C(C1)CC1=CC=CC=C1)=O)S(=O)(=O)C1=CC=C(C=C1)Cl)=O)=O (N-benzyl-3-[6-benzyl-4-(4-chlorobenzenesulfonyl)-2,5-dioxo-1,4-diazepan-1-yl]propanamide). RXN SMILES: [CH2:1]([CH:8]1[CH2:14][N:13]([CH2:15][CH2:16][C:17]([NH:19]C2C=CC=CC=2)=[O:18])[C:12](=[O:26])[CH2:11][N:10]([S:27]([C:30]2[CH:35]=[CH:34][C:33]([Cl:36])=[CH:32][CH:31]=2)(=[O:29])=[O:28])[C:9]1=[O:37])[C:2]1[CH:7]=[CH:6][CH:5]=[CH:4][CH:3]=1.NC1C=CC=CC=1.[CH2:45](N)[C:46]1[CH:51]=[CH:50][CH:49]=[CH:48][CH:47]=1>>[CH2:45]([NH:19][C:17](=[O:18])[CH2:16][CH2:15][N:13]1[CH2:14][CH:8]([CH2:1][C:2]2[CH:7]=[CH:6][CH:5]=[CH:4][CH:3]=2)[C:9](=[O:37])[N:10]([S:27]([C:30]2[CH:35]=[CH:34][C:33]([Cl:36])=[CH:32][CH:31]=2)(=[O:28])=[O:29])[CH2:11][C:12]1=[O:26])[C:46]1[CH:51]=[CH:50][CH:49]=[CH:48][CH:47]=1. Reported procedure: Instead of the starting material compound of Example 273, that is, aniline, benzylamine was used for the similar procedure as in Example 273 to obtain the title compound. The reactants are N,N-dimethylbarbituric acid, C(C=C)OC(=O)N[C@@H]1C(OC(C1)=O)OCC1=CC=CC=C1 ((3S, 2RS) 3-allyloxycarbonylamino-2-benzyloxy-5-oxotetrahydrofuran), C1(=NC=CC2=CC=CC=C12)C(=O)NC1CCC(N2N(C1=O)C(CCC2)C(=O)[O-])=O (9-(isoquinolin-1-oylamino)-6,10-dioxo-1,2,3,4,7,8,9, 10-octahydro-6-H-pyridazino[1,2-a][1,2]diazepine-1-carboxylate), OC1=CC=CC=2NN=NC21 (hydroxybenzotriazole), C1(=CC=CC=C1)P(C1=CC=CC=C1)C1=CC=CC=C1 (triphenyl phosphine), Cl.CN(CCCN=C=NCC)C (1-(3-dimethylaminopropyl)-3-ethylcarbodiimide hydrochloride). The solvent is ClCCl (dichloromethane), O (water). Conditions: time 15 minute. Yields the product C(C1=CC=CC=C1)OC1OC(CC1NC(=O)C1CCCN2N1C(C(CCC2=O)NC(=O)C2=NC=CC1=CC=CC=C21)=O)=O (N-(2-benzyloxy-5-oxotetrahydrofuran-3-yl)-6,10-dioxo-9-(isoquinolin-1-oylamino)-1,2,3,4,7,8,9,10-octahydro-6-H-pyridazino[1,2-a][1,2]diazepine-1-carboxamide). RXN SMILES: C(O[C:5]([NH:7][C@H:8]1[CH2:12][C:11](=[O:13])[O:10][CH:9]1[O:14][CH2:15][C:16]1[CH:21]=[CH:20][CH:19]=[CH:18][CH:17]=1)=[O:6])C=C.C1(P(C2C=CC=CC=2)C2C=CC=CC=2)C=CC=CC=1.[C:41]1([C:51]([NH:53][CH:54]2[C:60](=[O:61])[N:59]3[CH:62](C([O-])=O)[CH2:63][CH2:64][CH2:65][N:58]3[C:57](=[O:69])[CH2:56][CH2:55]2)=[O:52])[C:50]2[C:45](=[CH:46][CH:47]=[CH:48][CH:49]=2)[CH:44]=[CH:43][N:42]=1.OC1C2N=NNC=2C=CC=1.Cl.CN(C)CCCN=C=NCC>ClCCl.O>[CH2:15]([O:14][CH:9]1[CH:8]([NH:7][C:5]([CH:62]2[N:59]3[C:60](=[O:61])[CH:54]([NH:53][C:51]([C:41]4[C:50]5[C:45](=[CH:46][CH:47]=[CH:48][CH:49]=5)[CH:44]=[CH:43][N:42]=4)=[O:52])[CH2:55][CH2:56][C:57](=[O:69])[N:58]3[CH2:65][CH2:64][CH2:63]2)=[O:6])[CH2:12][C:11](=[O:13])[O:10]1)[C:16]1[CH:17]=[CH:18][CH:19]=[CH:20][CH:21]=1 |f:4.5|. Reported procedure: To a solution of (3S, 2RS) 3-allyloxycarbonylamino-2-benzyloxy-5-oxotetrahydrofuran [Bioorg. & Med. Chem. Lett., 2, pp. 615-618 (1992)] (4.4 g, 15.1 mmol) in dichloromethane was added N,N-dimethylbarbituric acid (5.9 g, 3.8 mmol) then tetrakispalladium(0) triphenyl phosphine (1.7 g, 1.5 mmol) and the resulting mixture was allowed to stir at ambient temperature for 15 minutes. To the resulting mixture was added the acid, compound XIII (from step C) (5.0 g, 12.6 mmol), hydroxybenzotriazole(2.0 g, ... The reactants are COC(CC1=CC2=CC=C(C=C2C(=C1C)C1CCNCC1)F)=O ((6-fluoro-3-methyl-4-piperidin-4-yl-naphthalen-2-yl)-acetic acid methyl ester), ClC1=C(C=CC=C1)N=C=O (1-chloro-2-isocyanatobenzene), C(C)(C)N(C(C)C)CC (N,N-diisopropylethylamine). The solvent is O (water), CO (methanol). Product: COC(CC1=CC2=CC=C(C=C2C(=C1C)C1CCN(CC1)C(NC1=C(C=CC=C1)Cl)=O)F)=O ({4-[1-(2-chloro-phenylcarbamoyl)-piperidin-4-yl]-6-fluoro-3-methyl-naphthalen-2-yl}-acetic acid methyl ester). The yield is 4.6%. As a reaction SMILES: [CH3:1][O:2][C:3](=[O:23])[CH2:4][C:5]1[C:14]([CH3:15])=[C:13]([CH:16]2[CH2:21][CH2:20][NH:19][CH2:18][CH2:17]2)[C:12]2[C:7](=[CH:8][CH:9]=[C:10]([F:22])[CH:11]=2)[CH:6]=1.[Cl:24][C:25]1[CH:30]=[CH:29][CH:28]=[CH:27][C:26]=1[N:31]=[C:32]=[O:33].C(N(CC)C(C)C)(C)C>CO.O>[CH3:1][O:2][C:3](=[O:23])[CH2:4][C:5]1[C:14]([CH3:15])=[C:13]([CH:16]2[CH2:17][CH2:18][N:19]([C:32](=[O:33])[NH:31][C:26]3[CH:27]=[CH:28][CH:29]=[CH:30][C:25]=3[Cl:24])[CH2:20][CH2:21]2)[C:12]2[C:7](=[CH:8][CH:9]=[C:10]([F:22])[CH:11]=2)[CH:6]=1. Reported procedure: A solution of (6-fluoro-3-methyl-4-piperidin-4-yl-naphthalen-2-yl)-acetic acid methyl ester (which may be prepared as described above; 153 mg, 0.485 mmol) in methanol (6.0 mL) was added to neat 1-chloro-2-isocyanatobenzene (81.9 mg, 0.534 mmol) at room temperature under nitrogen. The resulting light brown solution was heated at reflux for 15 hours at which time LCMS analysis indicated the presence of significant starting material. Reflux was continued over the weekend. LCMS analysis indicated li... The yield is 65.0%. Reactants: C(C=C)OC1=C(C=C(C(=O)O)C=C1Cl)Cl (4-allyloxy-3,5-dichloro-benzoic acid), C(C1=CC=CC=C1)OC1OC(CC1NC(=O)C1N(CCC1)C(C(C)NC(C1=CC(=C(C(=C1)Cl)OCC=C)Cl)=O)=O)=O (1-[2-(4-Allyloxy-3,5-dichloro-benzoylamino)-propionyl]-pyrrolidine-2-carboxylic acid (2-benzyloxy-5-oxo-tetrahydro-furan-3-yl)-amide). Product: C(C)OC1OC(CC1NC(=O)C1N(CCC1)C(C(C)NC(C1=CC(=C(C(=C1)Cl)OCC=C)Cl)=O)=O)=O (1-[2-(4-Allyloxy-3,5-dichloro-benzoylamino)-propionyl]-pyrrolidine-2-carboxylic acid (2-ethoxy-5-oxo-tetrahydro-furan-3-yl)-amide). Procedure details: Prepared from 109 and 4-allyloxy-3,5-dichloro-benzoic acid following the method used in the synthesis of 82 to give the title compound as a white solid (228 mg, 65%). 1H-NMR (500 MHz, CD3OD) δ 1.10-1.30 (m, 4H), 1.32-1.52 (m, 3H), 1.63-2.31 (m, 4H), 2.41-2.50 (d, 0.5H), 2.52-2.61 (dd, 0.5H), 2.67-2.81 (m, 0.5H), 2.94-3.05 (dd, 0.5H), 3.47-3.96 (m, 4H), 4.21-4.81 (m, 5H), 5.22-5.32 (m, 1H), 5.35-5.49 (m, 1.5H), 5.55-5.63 (m, 0.5H), 6.06-6.21 (m, 1H), 7.90 (s, 2H). Analytical HPLC (mixture of 2 di... RXN SMILES: C(OC1C(Cl)=CC(C(O)=O)=CC=1Cl)C=C.[CH2:16]([O:23][CH:24]1[CH:28]([NH:29][C:30]([CH:32]2[CH2:36][CH2:35][CH2:34][N:33]2[C:37](=[O:55])[CH:38]([NH:40][C:41](=[O:54])[C:42]2[CH:47]=[C:46]([Cl:48])[C:45]([O:49][CH2:50][CH:51]=[CH2:52])=[C:44]([Cl:53])[CH:43]=2)[CH3:39])=[O:31])[CH2:27][C:26](=[O:56])[O:25]1)[C:17]1C=CC=CC=1>>[CH2:16]([O:23][CH:24]1[CH:28]([NH:29][C:30]([CH:32]2[CH2:36][CH2:35][CH2:34][N:33]2[C:37](=[O:55])[CH:38]([NH:40][C:41](=[O:54])[C:42]2[CH:43]=[C:44]([Cl:53])[C:45]([O:49][CH2:50][CH:51]=[CH2:52])=[C:46]([Cl:48])[CH:47]=2)[CH3:39])=[O:31])[CH2:27][C:26](=[O:56])[O:25]1)[CH3:17]. Reactants: O=C(Br)CBr, Cc1ccccc1, Cc1cc(N)on1, O, c1ccncc1. Yields the product Cc1cc(NC(=O)CBr)on1. RXN SMILES: [Br:14][CH2:15][C:16](=[O:17])[Br:18].[CH3:20][c:21]1[cH:22][cH:23][cH:24][cH:25][cH:26]1.[NH2:1][c:2]1[cH:3][c:4]([CH3:7])[n:5][o:6]1.[OH2:19].[cH:8]1[cH:9][cH:10][n:11][cH:12][cH:13]1>>[NH:1]([c:2]1[cH:3][c:4]([CH3:7])[n:5][o:6]1)[C:16]([CH2:15][Br:14])=[O:17].